From a dataset of the Open Reaction Database (ORD), a public repository of structured organic reaction records. describe an organic reaction: reactants, conditions, products, and yield Reactants: COC(=O)C1C=CC(n2c(C)ccc2C)C1, CC(C)I. Yields the product COC(=O)C1(C(C)C)C=CC(n2c(C)ccc2C)C1. As a reaction SMILES: [CH3:1][c:2]1[n:3]([CH:8]2[CH:9]=[CH:10][CH:11]([C:13](=[O:14])[O:15][CH3:16])[CH2:12]2)[c:4]([CH3:7])[cH:5][cH:6]1.[I:17][CH:18]([CH3:19])[CH3:20]>>[CH3:1][c:2]1[n:3]([CH:8]2[CH:9]=[CH:10][C:11]([C:13](=[O:14])[O:15][CH3:16])([CH:18]([CH3:19])[CH3:20])[CH2:12]2)[c:4]([CH3:7])[cH:5][cH:6]1. Reactants: CCCBr, Oc1cccc(Br)c1, O=C([O-])[O-], [K+], [K+], CN(C)C=O, O. The product is CCCOc1cccc(Br)c1. Reaction SMILES: [Br:15][CH2:16][CH2:17][CH3:18].[Br:1][c:2]1[cH:3][c:4]([OH:8])[cH:5][cH:6][cH:7]1.[C:9](=[O:10])([O-:11])[O-:12].[K+:13].[K+:14].[O:20]=[CH:21][N:22]([CH3:23])[CH3:24].[OH2:19]>>[Br:1][c:2]1[cH:3][c:4]([O:8][CH2:16][CH2:17][CH3:18])[cH:5][cH:6][cH:7]1.